From a dataset of the Open Reaction Database (ORD), a public repository of structured organic reaction records. describe an organic reaction: reactants, conditions, products, and yield Starting materials: N[C@H](CCSC)C(=O)O (D-Met), N[C@H](CC(C)C)C(=O)O (D-Leu), N[C@@H](C(C)C)C(=O)O (Val), N[C@H]([C@H](C)CC)C(=O)O (D-Ile), N[C@@H](CC(C)C)C(=O)O (Leu), N[C@H](C(C)C)C(=O)O (D-Val). The product is N[C@@H](CCSC)C(=O)O (Methionine). Reaction SMILES: [NH2:1][C@@H:2]([C:7]([OH:9])=[O:8])[CH2:3][CH2:4][S:5][CH3:6].N[C@@H](C(O)=O)[C@@H](CC)C.N[C@H](C(O)=O)CC(C)C.N[C@@H](C(O)=O)CC(C)C.N[C@H](C(O)=O)C(C)C.N[C@@H](C(O)=O)C(C)C>>[NH2:1][C@H:2]([C:7]([OH:9])=[O:8])[CH2:3][CH2:4][S:5][CH3:6]. Reported procedure: D-Met, S-Me-Cys, He, D-Ile, Leu, D-Leu, Val, D-Val Reactants: CI, CN(C)C=O, CC(=O)O, [H-], [Na+], CCOC(=O)c1ncn2c1CNC(=O)c1ccccc1-2, O. Yields the product CCOC(=O)c1ncn2c1CN(C)C(=O)c1ccccc1-2. As a reaction SMILES: [CH3:23][I:24].[CH3:26][N:27]([CH3:28])[CH:29]=[O:30].[CH3:31][C:32](=[O:33])[OH:34].[H-:1].[Na+:2].[O:3]=[C:4]1[NH:5][CH2:6][c:7]2[n:8]([cH:15][n:16][c:17]2[C:18](=[O:19])[O:20][CH2:21][CH3:22])-[c:9]2[c:10]1[cH:11][cH:12][cH:13][cH:14]2.[OH2:25]>>[O:3]=[C:4]1[N:5]([CH3:23])[CH2:6][c:7]2[n:8]([cH:15][n:16][c:17]2[C:18](=[O:19])[O:20][CH2:21][CH3:22])-[c:9]2[c:10]1[cH:11][cH:12][cH:13][cH:14]2. Starting materials: CO, Cc1ccc(B(O)O)cc1[N+](=O)[O-]. The product is Cc1ccc(B(O)O)cc1N. Reaction SMILES: [CH3:14][OH:15].[CH3:1][c:2]1[c:3]([N+:11]([O-:12])=[O:13])[cH:4][c:5]([B:8]([OH:9])[OH:10])[cH:6][cH:7]1>>[CH3:1][c:2]1[c:3]([NH2:11])[cH:4][c:5]([B:8]([OH:9])[OH:10])[cH:6][cH:7]1. The reactants are CC(C)(C)OC(=O)N1CC2CC2C1CN, O=C(O)c1scc2c1OCCO2. The product is CC(C)(C)OC(=O)N1CC2CC2C1CNC(=O)c1scc2c1OCCO2. As a reaction SMILES: [C:1]([CH3:2])([CH3:3])([CH3:4])[O:5][C:6](=[O:7])[N:8]1[CH:9]([CH2:14][NH2:15])[CH:10]2[CH2:11][CH:12]2[CH2:13]1.[O:16]1[c:17]2[c:18]([c:22]([C:25](=[O:26])[OH:27])[s:23][cH:24]2)[O:19][CH2:20][CH2:21]1>>[C:1]([CH3:2])([CH3:3])([CH3:4])[O:5][C:6](=[O:7])[N:8]1[CH:9]([CH2:14][NH:15][C:25]([c:22]2[c:18]3[c:17]([cH:24][s:23]2)[O:16][CH2:21][CH2:20][O:19]3)=[O:26])[CH:10]2[CH2:11][CH:12]2[CH2:13]1. The reactants are CC(C)([O-])C.[K+] (potassium t-butoxide), O=C1CCCN(C2=C1C=CC=C2)C(C2=CC=C(C=C2)NC(C2=C(C=CC=C2)C)=O)=O (5-oxo-1-[4-(2-methylbenzoylamino)benzoyl]-2,3,4,5-tetrahydro-1H-benzazepine), ice water. Reagents/catalysts: [Br-].C[P+](C1=CC=CC=C1)(C1=CC=CC=C1)C1=CC=CC=C1 (Methyltriphenylphosphonium bromide). Solvent: O1CCCC1 (tetrahydrofuran). Run at temperature -5 celsius, time 1 hour. Product: C=C1CCCN(C2=C1C=CC=C2)C(C2=CC=C(C=C2)NC(C2=C(C=CC=C2)C)=O)=O (5-methylidene-1-[4-(2-methylbenzoylamino)benzoyl]-2,3,4,5-tetrahydro-1H-benzazepine). Isolated yield 84.2%. As a reaction SMILES: [CH3:1][C:2]([CH3:5])([O-])[CH3:3].[K+].O=[C:8]1[C:14]2C=CC=[CH:18][C:13]=2[N:12]([C:19](=[O:36])[C:20]2[CH:25]=[CH:24][C:23]([NH:26][C:27](=[O:35])[C:28]3[CH:33]=[CH:32][CH:31]=[CH:30][C:29]=3[CH3:34])=[CH:22][CH:21]=2)[CH2:11][CH2:10][CH2:9]1>[Br-].C[P+](C1C=CC=CC=1)(C1C=CC=CC=1)C1C=CC=CC=1.O1CCCC1>[CH2:1]=[C:2]1[C:5]2[CH:14]=[CH:8][CH:9]=[CH:10][C:11]=2[N:12]([C:19](=[O:36])[C:20]2[CH:25]=[CH:24][C:23]([NH:26][C:27](=[O:35])[C:28]3[CH:33]=[CH:32][CH:31]=[CH:30][C:29]=3[CH3:34])=[CH:22][CH:21]=2)[CH2:13][CH2:18][CH2:3]1 |f:0.1,3.4|. Procedure details: Methyltriphenylphosphonium bromide (4.30 g) is suspended in tetrahydrofuran (100 ml) and thereto is added potassium t-butoxide (1.58 g) under ice-cooling. The mixture is stirred at -5° C. for 1 hour and thereto is added 5-oxo-1-[4-(2-methylbenzoylamino)benzoyl]-2,3,4,5-tetrahydro-1H-benzazepine (1.60 g) and the mixture is stirred at room temperature for 1 hour. The reaction solution is poured into ice-water (200 ml) and extracted with ethyl acetate. The extract is washed with saturated saline so... Yield: 72.2%. Run in FC(C(=O)OC(C(F)(F)F)=O)(F)F (trifluoroacetic anhydride), FC(C(=O)OC(C(F)(F)F)=O)(F)F (TFAA). The product is COC1=NC=C(C=C1NC(C)=O)[N+](=O)[O-] (N-(2-methoxy-5-nitropyridin-3-yl)acetamide). Reported procedure: To a stirred solution of N-(2-methoxypyridin-3-yl)acetamide (23 g, 139 mmol) in trifluoroacetic anhydride (TFAA) (90 mL) was added a solution of HNO3 (5.84 mL, 139 mmol) in TFAA (140 mL) dropwise at rt. The reaction was stirred for 1.5 h at rt before being poured into an ice bath with stirring. The precipitated solid was filtered and washed with Et2O (50 mL), then dissolved in EtOAc (1 L) and washed with saturated aqueous NaHCO3 (100 mL) and brine (100 mL). The phases were separated and the orga... Reactants: COC1=NC=CC=C1NC(C)=O (N-(2-methoxypyridin-3-yl)acetamide), [N+](=O)(O)[O-] (HNO3). Conditions: time 1.5 hour. Reaction SMILES: [CH3:1][O:2][C:3]1[C:8]([NH:9][C:10](=[O:12])[CH3:11])=[CH:7][CH:6]=[CH:5][N:4]=1.[N+:13]([O-])([OH:15])=[O:14]>FC(F)(F)C(OC(=O)C(F)(F)F)=O>[CH3:1][O:2][C:3]1[C:8]([NH:9][C:10](=[O:12])[CH3:11])=[CH:7][C:6]([N+:13]([O-:15])=[O:14])=[CH:5][N:4]=1.